Dataset: the Open Reaction Database (ORD), a public repository of structured organic reaction records. Task: describe an organic reaction: reactants, conditions, products, and yield Starting materials: C(C)O (ethanol), CC1=C(C=CC(=C1)Br)N1C(=NC=C1)S(=O)CCCOC=1C=C2CCC(NC2=CC1)=O (6-{3-[1-(2-methyl-4-bromophenyl)-2-imidazolylsulfinyl]propoxy}-3,4-dihydrocarbostyril). The reagents and catalysts are [C].[Pd] (palladium carbon). The solvent is C(C)N(CC)CC (triethylamine). Yields the product CC1=C(C=CC=C1)N1C(=NC=C1)[S@@](=O)CCCOC=1C=C2CCC(NC2=CC1)=O ((S)-(+)-6-{3-[1-(2-methylphenyl)-2-imidazolylsulfinyl]propoxy}-3,4-dihydrocarbostyril). Isolated yield 131.2%. RXN SMILES: C(O)C.[CH3:4][C:5]1[CH:10]=[C:9](Br)[CH:8]=[CH:7][C:6]=1[N:12]1[CH:16]=[CH:15][N:14]=[C:13]1[S:17]([CH2:19][CH2:20][CH2:21][O:22][C:23]1[CH:24]=[C:25]2[C:30](=[CH:31][CH:32]=1)[NH:29][C:28](=[O:33])[CH2:27][CH2:26]2)=[O:18]>[C].[Pd].C(N(CC)CC)C>[CH3:4][C:5]1[CH:10]=[CH:9][CH:8]=[CH:7][C:6]=1[N:12]1[CH:16]=[CH:15][N:14]=[C:13]1[S@:17]([CH2:19][CH2:20][CH2:21][O:22][C:23]1[CH:24]=[C:25]2[C:30](=[CH:31][CH:32]=1)[NH:29][C:28](=[O:33])[CH2:27][CH2:26]2)=[O:18] |f:2.3|. Procedure: In a pressure glass reactor containing ethanol was placed 12 g of 6-{3-[1-(2-methyl-4-bromophenyl)-2-imidazolylsulfinyl]propoxy}-3,4-dihydrocarbostyril. To the resulting solution were added 18 ml of triethylamine and 6 g of a 10% palladium carbon powder. The reactor inside was purged with hydrogen gas and the reactor contents were subjected to a reaction at a pressure of 3 kg/cm2 at 70° C. for 16 hours. The reaction was repeated on the same scale. The reaction mixture obtained from two times of ... The reactants are CN(C)C=O, CI, Cc1cc(C)cc(Sc2[nH]cnc2C(C)C)c1, [H-], [Na+]. Product: Cc1cc(C)cc(Sc2c(C(C)C)ncn2C)c1. As a reaction SMILES: [CH3:22][N:23]([CH3:24])[CH:25]=[O:26].[CH3:3][I:4].[CH3:5][c:6]1[cH:7][c:8]([S:13][c:14]2[c:15]([CH:19]([CH3:20])[CH3:21])[n:16][cH:17][nH:18]2)[cH:9][c:10]([CH3:12])[cH:11]1.[H-:1].[Na+:2]>>[CH3:3][n:18]1[c:14]([S:13][c:8]2[cH:7][c:6]([CH3:5])[cH:11][c:10]([CH3:12])[cH:9]2)[c:15]([CH:19]([CH3:20])[CH3:21])[n:16][cH:17]1. Reactants: ClC1=C(C=CC(=C1C1=CC2=C(N=C(N=C2)SC)NC1=O)Cl)NC(C1=CC(=CC=C1)C(F)(F)F)=O (N-[2,4-dichloro-3-(2-methylsulfanyl-7-oxo-7,8-dihydro-pyrido[2,3-d]pyrimidin-6-yl)-phenyl]-3-trifluoromethyl-benzamide), [H-].[Na+] (NaH), IC (Iodomethane). The solvent is CN(C)C=O (DMF). Conditions: temperature 0 celsius, time 30 minute. Yields the product ClC1=C(C=CC(=C1C1=CC2=C(N=C(N=C2)SC)N(C1=O)C)Cl)NC(C1=CC(=CC=C1)C(F)(F)F)=O (N-[2,4-Dichloro-3-(8-methyl-2-methylsulfanyl-7-oxo-7,8-dihydro-pyrido[2,3-d]pyrimidin-6-yl)-phenyl]-3-trifluoromethyl-benzamide). Isolated yield 97.4%. As a reaction SMILES: [Cl:1][C:2]1[C:7]([C:8]2[C:19](=[O:20])[NH:18][C:11]3[N:12]=[C:13]([S:16][CH3:17])[N:14]=[CH:15][C:10]=3[CH:9]=2)=[C:6]([Cl:21])[CH:5]=[CH:4][C:3]=1[NH:22][C:23](=[O:34])[C:24]1[CH:29]=[CH:28][CH:27]=[C:26]([C:30]([F:33])([F:32])[F:31])[CH:25]=1.[H-].[Na+].I[CH3:38]>CN(C=O)C>[Cl:1][C:2]1[C:7]([C:8]2[C:19](=[O:20])[N:18]([CH3:38])[C:11]3[N:12]=[C:13]([S:16][CH3:17])[N:14]=[CH:15][C:10]=3[CH:9]=2)=[C:6]([Cl:21])[CH:5]=[CH:4][C:3]=1[NH:22][C:23](=[O:34])[C:24]1[CH:29]=[CH:28][CH:27]=[C:26]([C:30]([F:32])([F:33])[F:31])[CH:25]=1 |f:1.2|. Procedure: To a solution of N-[2,4-dichloro-3-(2-methylsulfanyl-7-oxo-7,8-dihydro-pyrido[2,3-d]pyrimidin-6-yl)-phenyl]-3-trifluoromethyl-benzamide (1.14 g, 2.17 mmol) in DMF (35 mL) is slowly added NaH (117.2 mg, 60%, 2.93 mmol) with stirring for 30 minutes a 0° C. Iodomethane (369 mg, 2.60 mmol) is added to above solution with stirring for 40 minutes at 0° C. The solvents are evaporated and diluted with EtOAc and washed with saturated K2CO3, brine and water. The organic layer is dried, filtered and concen... The reactants are C(C)(=O)C1C(OC(C2=CC=C(C=C12)OC)=O)=O (4-Acetyl-6-methoxyisochroman-1,3-dione), [OH-].[NH4+] (ammonium hydroxide). Product: COC=1C=C2C=C(NC(C2=CC1)=O)C (6-methoxy-3-methylisoquinolin-1(2H)-one). Isolated yield 74.0%. RXN SMILES: [C:1]([CH:4]1[C:13]2[C:8](=[CH:9][CH:10]=[C:11]([O:14][CH3:15])[CH:12]=2)[C:7](=O)[O:6]C1=O)(=O)[CH3:2].[OH-].[NH4+:19]>>[CH3:15][O:14][C:11]1[CH:12]=[C:13]2[C:8](=[CH:9][CH:10]=1)[C:7](=[O:6])[NH:19][C:1]([CH3:2])=[CH:4]2 |f:1.2|. Reported procedure: The cyclic anhydride of step 1 (405 mg; 1.73 mmol) was dissolved in aqueous ammonium hydroxide, and heated at reflux for 1.5 hours. The mixture was cooled to room temperature and the solid was filtered then dried overnight to give 270 mg (74%) of 6-methoxy-3-methylisoquinolin-1(2H)-one. The reactants are C(C)(=O)O (acetic acid), C (charcoal), C1(=CC=CC=C1)CCN=C=S (2-Phenylethyl isothiocyanate), [Na+].NC1=C(C=C(C=C1)Cl)S(=O)(=O)[NH-] (2-amino-5-chlorobenzenesulfonamide sodium salt), C1(=CC=CC=C1)CCN=C=S (2-phenylethyl isothiocyanate). Solvent: C(C)O (ethanol), C(C)#N (acetonitrile). Reaction conditions: temperature 90 celsius. The product is ClC1=CC2=C(NC(=NS2(=O)=O)NCCC2=CC=CC=C2)C=C1 (7-Chloro-3-(2-phenylethyl)amino-4H-1,2,4-benzothiadiazine 1,1-dioxide). Reaction SMILES: [C:1]1([CH2:7][CH2:8][N:9]=[C:10]=S)[CH:6]=[CH:5][CH:4]=[CH:3][CH:2]=1.[Na+].[NH2:13][C:14]1[CH:19]=[CH:18][C:17]([Cl:20])=[CH:16][C:15]=1[S:21]([NH-:24])(=[O:23])=[O:22].C(O)(=O)C.C>C(#N)C.C(O)C>[Cl:20][C:17]1[CH:18]=[CH:19][C:14]2[NH:13][C:10]([NH:9][CH2:8][CH2:7][C:1]3[CH:2]=[CH:3][CH:4]=[CH:5][CH:6]=3)=[N:24][S:21](=[O:23])(=[O:22])[C:15]=2[CH:16]=1 |f:1.2|. Reported procedure: 2-Phenylethyl isothiocyanate (0.36 g) was added to a stirred slurry of 2-amino-5-chlorobenzenesulfonamide sodium salt (0.50 g) in 5 ml of acetonitrile at 60° C. After 2½ h an additional amount of 2-phenylethyl isothiocyanate (0.18 g) was added, and the temperature was raised to 90° C. for 1½ h. The reaction mixture was treated with 1 ml of 4M acetic acid, 5 ml of ethanol and 0.1 g of charcoal and filtered through celite. The solvent was evaporated and the residue extracted with 10 ml of ethyl ac... Procedure details: Starting from trans-4,5-dichloro-2-nitro-β-dimethylaminostyrene and 3-(methoxycarbonyl)benzoyl chloride and following successively the procedures of Descriptions 2, 3 and 4 afforded the title compound as a beige solid which was used without further purification in the next step. The reactants are ClC1=CC(=C(/C=C/N(C)C)C=C1Cl)[N+](=O)[O-] (trans-4,5-dichloro-2-nitro-β-dimethylaminostyrene), COC(=O)C=1C=C(C(=O)Cl)C=CC1 (3-(methoxycarbonyl)benzoyl chloride). The product is ClC=1C=C2C=C(NC2=CC1Cl)C=1C=C(C(=O)O)C=CC1 (3-(5,6-Dichloro-1H-indol-2-yl)benzoic acid). RXN SMILES: [Cl:1][C:2]1[C:12]([Cl:13])=[CH:11][C:5](/[CH:6]=[CH:7]/N(C)C)=[C:4]([N+:14]([O-])=O)[CH:3]=1.C[O:18][C:19]([C:21]1[CH:22]=[C:23]([CH:27]=[CH:28][CH:29]=1)C(Cl)=O)=[O:20]>>[Cl:13][C:12]1[CH:11]=[C:5]2[C:4](=[CH:3][C:2]=1[Cl:1])[NH:14][C:7]([C:28]1[CH:29]=[C:21]([CH:22]=[CH:23][CH:27]=1)[C:19]([OH:20])=[O:18])=[CH:6]2. The reactants are COc1ccc(C(C)=O)cc1, Cl, NOCc1ccc([N+](=O)[O-])cc1. Yields the product COc1ccc(C(C)=NOCc2ccc([N+](=O)[O-])cc2)cc1. RXN SMILES: [CH3:1][O:2][c:3]1[cH:4][cH:5][c:6]([C:9]([CH3:10])=[O:11])[cH:7][cH:8]1.[ClH:12].[N+:13](=[O:14])([O-:15])[c:16]1[cH:17][cH:18][c:19]([CH2:20][O:21][NH2:22])[cH:23][cH:24]1>>[CH3:1][O:2][c:3]1[cH:4][cH:5][c:6]([C:9]([CH3:10])=[N:22][O:21][CH2:20][c:19]2[cH:18][cH:17][c:16]([N+:13](=[O:14])[O-:15])[cH:24][cH:23]2)[cH:7][cH:8]1. Starting materials: S1C(=S)NC(=O)C1 (rhodanine), C(C)C(C([O-])([O-])[O-])(CC)CC (triethylorthoacetate), C(C)(=O)OC(C)=O (acetic anhydride), C(C)OC(C)=C1C(N(C(S1)=S)C1=CC=C(C=C1)F)=O (5-(1'-ethoxyethylidene)-3-(4'-fluorophenyl)-rhodanine). The product is FC1=CC=C(C=C1)N1C(SC(C1=O)=C(C)O)=S (3-(4'-fluorophenyl)-5-(1'-hydroxyethylidene)-rhodanine). RXN SMILES: S1CC(=O)NC1=S.C(C(CC)(CC)C([O-])([O-])[O-])C.C(OC(=O)C)(=O)C.C([O:28][C:29](=[C:31]1[S:35][C:34](=[S:36])[N:33]([C:37]2[CH:42]=[CH:41][C:40]([F:43])=[CH:39][CH:38]=2)[C:32]1=[O:44])[CH3:30])C>>[F:43][C:40]1[CH:39]=[CH:38][C:37]([N:33]2[C:32](=[O:44])[C:31](=[C:29]([OH:28])[CH3:30])[S:35][C:34]2=[S:36])=[CH:42][CH:41]=1. Reported procedure: Similar reaction of this rhodanine (0.2 m.) with 140 g. (0.86 m.) of triethylorthoacetate in 350 ml. of acetic anhydride followed by alkaline hydrolysis of the intermediate 5-(1'-ethoxyethylidene)-3-(4'-fluorophenyl)-rhodanine gives the corresponding 3-(4'-fluorophenyl)-5-(1'-hydroxyethylidene)-rhodanine. Starting materials: C(C)(=O)OC(C)=O (acetic anhydride), OC1CCCCCCCCCCC(=O)OCCC1 (12-hydroxy-15-pentadecanolide). Yields the product C(C)(=O)OC1CCCCCCCCCCC(=O)OCCC1 (12-acetoxy-15-pentadecanolide). The yield is 98.0%. RXN SMILES: [C:1]([O:4][C:5](=[O:7])[CH3:6])(=O)[CH3:2].OC1[CH2:25][CH2:24][CH2:23][O:22][C:20](=[O:21])[CH2:19][CH2:18][CH2:17][CH2:16][CH2:15][CH2:14][CH2:13][CH2:12][CH2:11]C1>>[C:5]([O:4][CH:1]1[CH2:25][CH2:24][CH2:23][O:22][C:20](=[O:21])[CH2:19][CH2:18][CH2:17][CH2:16][CH2:15][CH2:14][CH2:13][CH2:12][CH2:11][CH2:2]1)(=[O:7])[CH3:6]. Procedure: 473 g (4.64 mol) of acetic anhydride are initially introduced into a flask and heated to 135°-140° C. (reflux). 982 g (3.83 mol) of 12-hydroxy-15-pentadecanolide (VII) are added dropwise. The mixture is allowed to after-react under reflux for a further hour. The excess acetic acid/acetic anhydride is then distilled off under a weak vacuum. 1120 g of 12-acetoxy-15-pentadecanolide are obtained;